From a dataset of the Open Reaction Database (ORD), a public repository of structured organic reaction records. describe an organic reaction: reactants, conditions, products, and yield The reactants are OCCOC=1C=C(C2=C(C=CO2)C1)C=1C(N(C(C1C1=CN(C2=CC=CC=C12)C)=O)C)=O (3-[5-(2-hydroxyethoxy)benzofur-7-yl]-1-methyl-4-(1-methyl-1H-indol-3-yl)pyrrole-2,5-dione), C1(=CC=CC=C1)P(C1=CC=CC=C1)C1=CC=CC=C1 (triphenylphosphine), C(Br)(Br)(Br)Br (carbon tetrabromide), C1(=CC=CC=C1)P(C1=CC=CC=C1)C1=CC=CC=C1 (triphenylphosphine), C(Br)(Br)(Br)Br (carbon tetrabromide). Run in ClCCl (dichloromethane), ClCCl (dichloromethane). Product: BrCCOC=1C=C(C2=C(C=CO2)C1)C=1C(N(C(C1C1=CN(C2=CC=CC=C12)C)=O)C)=O (3-[5-(2-bromoethoxy)benzofur-7-yl]-1-methyl-4-(1-methyl-1H-indol-3-yl)pyrrole-2,5-dione). As a reaction SMILES: O[CH2:2][CH2:3][O:4][C:5]1[CH:6]=[C:7]([C:14]2[C:15](=[O:31])[N:16]([CH3:30])[C:17](=[O:29])[C:18]=2[C:19]2[C:27]3[C:22](=[CH:23][CH:24]=[CH:25][CH:26]=3)[N:21]([CH3:28])[CH:20]=2)[C:8]2[O:12][CH:11]=[CH:10][C:9]=2[CH:13]=1.C1(P(C2C=CC=CC=2)C2C=CC=CC=2)C=CC=CC=1.C(Br)(Br)(Br)[Br:52]>ClCCl>[Br:52][CH2:2][CH2:3][O:4][C:5]1[CH:6]=[C:7]([C:14]2[C:15](=[O:31])[N:16]([CH3:30])[C:17](=[O:29])[C:18]=2[C:19]2[C:27]3[C:22](=[CH:23][CH:24]=[CH:25][CH:26]=3)[N:21]([CH3:28])[CH:20]=2)[C:8]2[O:12][CH:11]=[CH:10][C:9]=2[CH:13]=1. Procedure: Add to a solution of 3-[5-(2-hydroxyethoxy)benzofur-7-yl]-1-methyl-4-(1-methyl-1H-indol-3-yl)pyrrole-2,5-dione (1.87 g, 4.49 mmol) in dichloromethane (30 ml), triphenylphosphine (1.41 g, 5.39 mmol) and carbon tetrabromide (1.79 g, 5.39 mmol). Stir the reaction for 15 minutes under nitrogen atmosphere. Add another 2.2 mmol of triphenylphosphine and 2.2 mmol of carbon tetrabromide and stir for 15 more minutes. Diluted with dichloromethane, wash with water, brine, dry over magnesium sulfate, filter... Reactants: Cc1ccsc1Br, Cc1ccc(S(=O)(=O)OCC(C)C)cc1, CCOCC, [Mg]. Yields the product Cc1ccsc1CC(C)C. Reaction SMILES: [Br:1][c:2]1[s:3][cH:4][cH:5][c:6]1[CH3:7].[CH2:9]([CH:10]([CH3:11])[CH3:12])[O:13][S:14]([c:15]1[cH:16][cH:17][c:18]([CH3:19])[cH:20][cH:21]1)(=[O:22])=[O:23].[CH3:24][CH2:25][O:26][CH2:27][CH3:28].[Mg:8]>>[c:2]1([CH2:9][CH:10]([CH3:11])[CH3:12])[s:3][cH:4][cH:5][c:6]1[CH3:7].